This data is from the Open Reaction Database (ORD), a public repository of structured organic reaction records. The task is: describe an organic reaction: reactants, conditions, products, and yield The reactants are C(=O)([O-])[O-].[K+].[K+] (K2CO3), BrCC (bromoethane), C(C)(=O)C=1C(=C(N(C1C)C1=C(C=C(C=C1)OC)O)C)C(C)=O (1-[4-acetyl-1-(2-hydroxy-4-methoxy-phenyl)-2,5-dimethyl-1H-pyrrol-3-yl]-ethanone). The product is C(C)(=O)C=1C(=C(N(C1C)C1=C(C=C(C=C1)OC)OCC)C)C(C)=O (1-[4-acetyl-1-(2-ethoxy-4-methoxy-phenyl)-2,5-dimethyl-1H-pyrrol-3-yl]-ethanone). Reaction SMILES: [C:1]([C:4]1[C:5]([C:20](=[O:22])[CH3:21])=[C:6]([CH3:19])[N:7]([C:10]2[CH:15]=[CH:14][C:13]([O:16][CH3:17])=[CH:12][C:11]=2[OH:18])[C:8]=1[CH3:9])(=[O:3])[CH3:2].C([O-])([O-])=O.[K+].[K+].Br[CH2:30][CH3:31]>>[C:1]([C:4]1[C:5]([C:20](=[O:22])[CH3:21])=[C:6]([CH3:19])[N:7]([C:10]2[CH:15]=[CH:14][C:13]([O:16][CH3:17])=[CH:12][C:11]=2[O:18][CH2:30][CH3:31])[C:8]=1[CH3:9])(=[O:3])[CH3:2] |f:1.2.3|. Procedure details: Utilizing the general procedure outlined in Example 65, 1-[4-acetyl-1-(2-hydroxy-4-methoxy-phenyl)-2,5-dimethyl-1H-pyrrol-3-yl]-ethanone (70 mg, 2.3 mmol) reacted with bromoethane (300 μL, excess), in the presence of K2CO3 (50 mg), to afford 1-[4-acetyl-1-(2-ethoxy-4-methoxy-phenyl)-2,5-dimethyl-1H-pyrrol-3-yl]-ethanone: MS (ESI) 330 (M+H)+. Utilizing the general procedure outlined in Example 48, 1-[4-acetyl-1-(4-ethoxy-2-methoxy-phenyl)-2,5-dimethyl-1H-pyrrol-3-yl]-ethanone (60 mg) and hydrazin... The reactants are ClCOC1=CC(=CC=C1)C(F)(F)F (1-chloromethoxy-3-trifluoromethylbenzene), Cl.ClC=1C=NC(NC1)=O (5-chloropyrimidin-2-one hydrochloride). Run in ClCCl (dichloromethane), ClCCl (dichloromethane). Run at time 18 hour. Yields the product FC(C=1C=C(OCN2C(N=CC(=C2)Cl)=O)C=CC1)(F)F (1-(3-Trifluoromethylphenoxy)methyl-5-chloropyrimidin-2-one). Reaction SMILES: Cl[CH2:2][O:3][C:4]1[CH:9]=[CH:8][CH:7]=[C:6]([C:10]([F:13])([F:12])[F:11])[CH:5]=1.Cl.[Cl:15][C:16]1[CH:17]=[N:18][C:19](=[O:22])[NH:20][CH:21]=1>ClCCl>[F:11][C:10]([F:13])([F:12])[C:6]1[CH:5]=[C:4]([CH:9]=[CH:8][CH:7]=1)[O:3][CH2:2][N:20]1[CH:21]=[C:16]([Cl:15])[CH:17]=[N:18][C:19]1=[O:22] |f:1.2|. Procedure details: A solution of 1-chloromethoxy-3-trifluoromethylbenzene [see Preparation 4] (7 mmol) in dichloromethane (10 ml) was added to a solution of 5-chloropyrimidin-2-one hydrochloride (70 mmol) in dichloromethane (30 ml) and the mixture stirred at room temperature for 18 h. The solvent was then distilled off, the mixture triturated with water, the residual solid extracted with chloroform and the dried (MgSO4) chloroform solution evaporated; yield 1.88 g (94%). The product was a mixture of the N- and O-i... The solvent is C(C)(=O)O (acetic acid). Reactants: BrN1C(CCC1=O)=O (N-bromosuccinimide), O1CCCC(C2=C1C=CC=C2)=O (2,3-dihydro-1-benzoxepin-5(4H)-one), ice water. Run at temperature 10 celsius, time 4 hour. Product: BrC=1C=CC2=C(C(CCCO2)O)C1 (7-Bromo-5-hydroxy-2,3,4,5-tetrahydro-1-benzoxepin). RXN SMILES: [O:1]1[C:7]2[CH:8]=[CH:9][CH:10]=[CH:11][C:6]=2[C:5](=[O:12])[CH2:4][CH2:3][CH2:2]1.[Br:13]N1C(=O)CCC1=O>C(O)(=O)C>[Br:13][C:10]1[CH:9]=[CH:8][C:7]2[O:1][CH2:2][CH2:3][CH2:4][CH:5]([OH:12])[C:6]=2[CH:11]=1. Procedure: 104.9 g (0.64 mole) of 2,3-dihydro-1-benzoxepin-5(4H)-one are dissolved at room temperature in 780 ml of glacial acetic acid and then, while stirring vigorously at 10° C., 113.9 g (0.64 mole) of N-bromosuccinimide are introduced in portions so that the temperature does not exceed 18°-20° C. (about 30 min). The reaction is complete after about 4 hours (TLC check) and the mixture is poured into 3 l of vigorously stirred ice-water and then stirred for 30 minutes. The solid produced which is initial... Conditions: time 8 hour. The yield is 101.7%. Reported procedure: To a solution of 1-(4-(3,5-dimethylphenoxy)-2,6-dimethylphenyl)ethanone (6.30 g, 23.5 mmol) in acetonitrile (47.0 mL) was added tetrabutylammoniumtribromide (TBABr3, 11.9 g, 24.7 mmol). The reaction was stirred at room temperature overnight. The solution was concentrated under reduced pressure, added with water, and extracted with ethyl acetate. The organic layer was washed with brine, dried over anhydrous MgSO4(s), and concentrated under reduced pressure to give 2-bromo-1-(4-(3,5-dimethylphenox... RXN SMILES: [CH3:1][C:2]1[CH:3]=[C:4]([CH:17]=[C:18]([CH3:20])[CH:19]=1)[O:5][C:6]1[CH:11]=[C:10]([CH3:12])[C:9]([C:13](=[O:15])[CH3:14])=[C:8]([CH3:16])[CH:7]=1.[Br-:21].[Br-].[Br-].C([N+](CCCC)(CCCC)CCCC)CCC.C([N+](CCCC)(CCCC)CCCC)CCC.C([N+](CCCC)(CCCC)CCCC)CCC>C(#N)C>[Br:21][CH2:14][C:13]([C:9]1[C:10]([CH3:12])=[CH:11][C:6]([O:5][C:4]2[CH:17]=[C:18]([CH3:20])[CH:19]=[C:2]([CH3:1])[CH:3]=2)=[CH:7][C:8]=1[CH3:16])=[O:15] |f:1.2.3.4.5.6|. Run in C(C)#N (acetonitrile). The product is BrCC(=O)C1=C(C=C(C=C1C)OC1=CC(=CC(=C1)C)C)C (2-bromo-1-(4-(3,5-dimethylphenoxy)-2,6-dimethylphenyl)ethanone). Reactants: CC=1C=C(OC2=CC(=C(C(=C2)C)C(C)=O)C)C=C(C1)C (1-(4-(3,5-dimethylphenoxy)-2,6-dimethylphenyl)ethanone), [Br-].[Br-].[Br-].C(CCC)[N+](CCCC)(CCCC)CCCC.C(CCC)[N+](CCCC)(CCCC)CCCC.C(CCC)[N+](CCCC)(CCCC)CCCC (tetrabutylammoniumtribromide). The reactants are CCC(N)C1CC1, COc1cc(Cl)c(-c2ccnc(OS(=O)(=O)C(F)(F)F)c2[N+](=O)[O-])cc1F. Product: CCC(Nc1nccc(-c2cc(F)c(OC)cc2Cl)c1[N+](=O)[O-])C1CC1. As a reaction SMILES: [CH:28]1([CH:31]([CH2:32][CH3:33])[NH2:34])[CH2:29][CH2:30]1.[Cl:1][c:2]1[c:3](-[c:11]2[c:12]([N+:25](=[O:26])[O-:27])[c:13]([O:17][S:18]([C:19]([F:20])([F:21])[F:22])(=[O:23])=[O:24])[n:14][cH:15][cH:16]2)[cH:4][c:5]([F:10])[c:6]([O:8][CH3:9])[cH:7]1>>[Cl:1][c:2]1[c:3](-[c:11]2[c:12]([N+:25](=[O:26])[O-:27])[c:13]([NH:34][CH:31]([CH:28]3[CH2:29][CH2:30]3)[CH2:32][CH3:33])[n:14][cH:15][cH:16]2)[cH:4][c:5]([F:10])[c:6]([O:8][CH3:9])[cH:7]1.